From a dataset of the Open Reaction Database (ORD), a public repository of structured organic reaction records. describe an organic reaction: reactants, conditions, products, and yield Procedure: (L)-pyroglutamic acid methyl ester (1 g, 6.99 mmol) was dissolved/mixed with tetrahydrofuran (10 ml) and cooled to 0° C. using an ice-bath. Sodium hydride (0.201 g of a 60% suspension in oil, 8.38 mmol) was added to the mixture. After bubbling stopped, methyl iodide (0.522 ml, 8.38 mmol) was added and the mixture was allowed to warm to room temperature and then stirred for 1 hr. The solvent was evaporated and water was added (1 ml). The aqueous layer was then extracted with dichloromethane. Evap... Run at temperature 0 celsius, time 1 hour. RXN SMILES: [CH3:1][O:2][C:3](=[O:10])[C@@H:4]1[CH2:8][CH2:7][C:6](=[O:9])[NH:5]1.[H-].[Na+].[CH3:13]I>O1CCCC1>[CH3:13][N:5]1[C:6](=[O:9])[CH2:7][CH2:8][C@H:4]1[C:3]([O:2][CH3:1])=[O:10] |f:1.2|. The yield is 28.0%. Reactants: CI (methyl iodide), [H-].[Na+] (Sodium hydride), suspension, COC([C@H]1NC(CC1)=O)=O ((L)-pyroglutamic acid methyl ester). The product is CN1[C@H](C(=O)OC)CCC1=O (methyl 1-methyl-5-oxo-prolinate). The solvent is O1CCCC1 (tetrahydrofuran).